This data is from the Open Reaction Database (ORD), a public repository of structured organic reaction records. The task is: describe an organic reaction: reactants, conditions, products, and yield Starting materials: BrC=1NC2=CC=CC=C2C1 (2-bromoindole), tert-butyl ester, C(=O)(C(F)(F)F)O (TFA), C(C)(C)(C)OC(CBr)=O (tert-butylbromoacetate), [H-].[Na+] (NaH). The solvent is CN(C)C=O (DMF). Yields the product BrC=1N(C2=CC(=CC=C2C1C1CCCCC1)C(=O)OC)CC(=O)O (Methyl 2-bromo-1-carboxymethyl-3-cyclohexyl-1H-indole-6-carboxylate). As a reaction SMILES: [Br:1][C:2]1[NH:3][C:4]2[C:9]([CH:10]=1)=[CH:8][CH:7]=[CH:6][CH:5]=2.[C:11]([O:15][C:16](=[O:19])[CH2:17]Br)(C)(C)C.[H-].[Na+].[C:22]([OH:28])([C:24](F)(F)F)=[O:23]>CN(C=O)C>[Br:1][C:2]1[N:3]([CH2:24][C:22]([OH:28])=[O:23])[C:5]2[C:4]([C:10]=1[CH:9]1[CH2:4][CH2:5][CH2:6][CH2:7][CH2:8]1)=[CH:9][CH:8]=[C:17]([C:16]([O:15][CH3:11])=[O:19])[CH:6]=2 |f:2.3|. Procedure details: The 2-bromoindole from example 2 was N-alkylated with tert-butylbromoacetate using NaH in DMF and the tert-butyl ester cleaved with TFA as described in example 6 to give the title compound of example 8 as a white solid.